From a dataset of the Open Reaction Database (ORD), a public repository of structured organic reaction records. describe an organic reaction: reactants, conditions, products, and yield Starting materials: O=C([O-])[O-], CN1CCCC1=O, CS(=O)(=O)c1ccc(O)cn1, CCOC(C)=O, O=[N+]([O-])c1ccc(F)c(F)c1F, [K+], [K+]. The product is CS(=O)(=O)c1ccc(Oc2ccc([N+](=O)[O-])c(F)c2F)cn1. Reaction SMILES: [C:12](=[O:13])([O-:14])[O-:15].[CH3:18][N:19]1[CH2:20][CH2:21][CH2:22][C:23]1=[O:24].[CH3:1][S:2](=[O:3])(=[O:4])[c:5]1[cH:6][cH:7][c:8]([OH:11])[cH:9][n:10]1.[CH3:37][CH2:38][O:39][C:40](=[O:41])[CH3:42].[F:25][c:26]1[c:27]([N+:34](=[O:35])[O-:36])[cH:28][cH:29][c:30]([F:33])[c:31]1[F:32].[K+:16].[K+:17]>>[CH3:1][S:2](=[O:3])(=[O:4])[c:5]1[cH:6][cH:7][c:8]([O:11][c:30]2[cH:29][cH:28][c:27]([N+:34](=[O:35])[O-:36])[c:26]([F:25])[c:31]2[F:32])[cH:9][n:10]1. Starting materials: C1N2CN3CN1CN(C2)C3, Cc1ccc(-c2cccc(Cl)c2)cc1, O=C(O)C(F)(F)F. Yields the product Cc1ccc(-c2ccc(C=O)c(Cl)c2)cc1. As a reaction SMILES: [CH2:15]1[N:16]2[CH2:17][N:18]3[CH2:19][N:20]([CH2:21]2)[CH2:22][N:23]1[CH2:24]3.[Cl:1][c:2]1[cH:3][c:4](-[c:8]2[cH:9][cH:10][c:11]([CH3:14])[cH:12][cH:13]2)[cH:5][cH:6][cH:7]1.[OH:25][C:26]([C:27]([F:28])([F:29])[F:30])=[O:31]>>[Cl:1][c:2]1[cH:3][c:4](-[c:8]2[cH:9][cH:10][c:11]([CH3:14])[cH:12][cH:13]2)[cH:5][cH:6][c:7]1[CH:26]=[O:25]. The reactants are CCOC(=O)c1ccc(OC)c(O)c1, CC(C)=O, CCOC(C)=O, CS(=O)(=O)OCCC(F)(F)F, [K+], [K+], O=C([O-])[O-]. The product is CCOC(=O)c1ccc(OC)c(OCCC(F)(F)F)c1. Reaction SMILES: [CH2:1]([CH3:2])[O:3][C:4]([c:5]1[cH:6][c:7]([OH:13])[c:8]([O:11][CH3:12])[cH:9][cH:10]1)=[O:14].[CH3:32][C:33](=[O:34])[CH3:35].[CH3:36][CH2:37][O:38][C:39]([CH3:40])=[O:41].[F:15][C:16]([CH2:17][CH2:18][O:19][S:20]([CH3:21])(=[O:22])=[O:23])([F:24])[F:25].[K+:26].[K+:27].[O-:28][C:29]([O-:30])=[O:31]>>[CH2:1]([CH3:2])[O:3][C:4]([c:5]1[cH:6][c:7]([O:13][CH2:18][CH2:17][C:16]([F:15])([F:24])[F:25])[c:8]([O:11][CH3:12])[cH:9][cH:10]1)=[O:14]. The reactants are C[S-].[Na+] (Sodium thiomethoxide), BrCCCCN1C(C=2C(C1=O)=CC=CC2)=O (N-(4-bromobutyl)phthalimide). The solvent is CO (methanol). Conditions: temperature 65 celsius, time 18 hour. The product is C1(C=2C(C(N1)=O)=CC=CC2)=O (phthalimide). The yield is 149.2%. Reaction SMILES: C[S-].[Na+].BrCCCC[N:9]1[C:13](=[O:14])[C:12]2=[CH:15][CH:16]=[CH:17][CH:18]=[C:11]2[C:10]1=[O:19]>CO>[C:13]1(=[O:14])[NH:9][C:10](=[O:19])[C:11]2=[CH:18][CH:17]=[CH:16][CH:15]=[C:12]12 |f:0.1|. Reported procedure: Sodium thiomethoxide (300 mg) was dissolved in methanol (20 ml), N-(4-bromobutyl)phthalimide (1.0 g) was added to the solution, and the resulting mixture was stirred at 65° C. for 18 hours. The reaction mixture was concentrated under reduced pressure, ethyl acetate and distilled water were added to the resulting residue, and the layers were separated. The organic layer was washed with saturated aqueous sodium chloride, dried over anhydrous sodium sulfate, and filtered, and then the filtrate was ...